From a dataset of the Open Reaction Database (ORD), a public repository of structured organic reaction records. describe an organic reaction: reactants, conditions, products, and yield The reactants are O[C@H]1C[C@H](NC1)C(=O)OC ((cis)-4-hydroxy-L-proline, methyl ester), C(C)(C)N(CC)C(C)C (diisopropylethylamine), BrC1=C(C(=O)Cl)C=CC=C1 (2-bromobenzoyl chloride). The solvent is C1CCOC1 (THF). Reaction conditions: time 5 minute. The product is BrC1=C(C(=O)N2[C@H](C(=O)OC)C[C@@H](C2)O)C=CC=C1 ((cis)-1-o-Bromobenzoyl-4-hydroxy-L-proline, methyl ester). The yield is 55.8%. As a reaction SMILES: [OH:1][C@@H:2]1[CH2:6][NH:5][C@H:4]([C:7]([O:9][CH3:10])=[O:8])[CH2:3]1.C(N(C(C)C)CC)(C)C.[Br:20][C:21]1[CH:29]=[CH:28][CH:27]=[CH:26][C:22]=1[C:23](Cl)=[O:24]>C1COCC1>[Br:20][C:21]1[CH:29]=[CH:28][CH:27]=[CH:26][C:22]=1[C:23]([N:5]1[CH2:6][C@@H:2]([OH:1])[CH2:3][C@H:4]1[C:7]([O:9][CH3:10])=[O:8])=[O:24]. Procedure: Into a flame-dried 100 ml three-necked round-bottomed flask containing 30 ml of distilled THF was placed 3.00 g (16.575 mmol) of (cis)-4-hydroxy-L-proline, methyl ester; the vessel was immersed in an ice/water bath and the suspension was allowed to stir under argon for 5 minutes. At this time, 6.35 ml (36.465 mmol) of diisopropylethylamine was added slowly via syringe; the mixture was allowed to stir for 10 minutes, whereupon 3.64 g (16.576 mmol) of 2-bromobenzoyl chloride was added dropwise via...